Dataset: the Open Reaction Database (ORD), a public repository of structured organic reaction records. Task: describe an organic reaction: reactants, conditions, products, and yield Reactants: Cl[Si](C)(C)C (chlorotrimethylsilane), Cl (hydrochloric acid), BrC1=CC(=C(C=C1)O)F (4-bromo-2-fluoro-phenol), C(CCC)[Li] (n-butyllithium), [F-].C(CCC)[N+](CCCC)(CCCC)CCCC (tetrabutylammonium fluoride). Solvent: C1CCOC1 (THF), C1CCOC1 (THF), C1CCOC1 (THF), O (water). Conditions: temperature 0 celsius, time 30 minute. The product is FC1=C(C=CC(=C1)[Si](C)(C)C)O (2-Fluoro-4-trimethylsilanyl-phenol). The yield is 100.0%. As a reaction SMILES: Br[C:2]1[CH:7]=[CH:6][C:5]([OH:8])=[C:4]([F:9])[CH:3]=1.C([Li])CCC.Cl[Si:16]([CH3:19])([CH3:18])[CH3:17].Cl.[F-].C([N+](CCCC)(CCCC)CCCC)CCC>C1COCC1.O>[F:9][C:4]1[CH:3]=[C:2]([Si:16]([CH3:19])([CH3:18])[CH3:17])[CH:7]=[CH:6][C:5]=1[OH:8] |f:4.5|. Procedure: A solution 4-bromo-2-fluoro-phenol (75 g, 0.39 mol) in THF (750 mL) was cooled to −78° C. and treated dropwise with n-butyllithium (471 mL, 2.5M solution) over 1 hour keeping the internal temperature below −60° C. After stirring for a further 30 minutes the mixture was treated with chlorotrimethylsilane (128 g, 1.18 mol) in THF (150 mL) over 30 minutes keeping the internal temperature below −60° C. After the addition the mixture was allowed to warm to 0° C. over 40 minutes. The mixture was poure... The product is Cc1ccc(S(=O)(=O)Nc2nccc3c(I)c4cccnc4n23)cc1. Reaction SMILES: [Cl:33][CH2:34][Cl:35].[I:25][N:26]1[C:27](=[O:28])[CH2:29][CH2:30][C:31]1=[O:32].[S:1](=[O:2])(=[O:3])([c:4]1[cH:5][cH:6][c:7]([CH3:8])[cH:9][cH:10]1)[NH:11][c:12]1[n:13][cH:14][cH:15][c:16]2[n:17]1[c:18]1[c:19]([cH:20]2)[cH:21][cH:22][cH:23][n:24]1>>[S:1](=[O:2])(=[O:3])([c:4]1[cH:5][cH:6][c:7]([CH3:8])[cH:9][cH:10]1)[NH:11][c:12]1[n:13][cH:14][cH:15][c:16]2[n:17]1[c:18]1[c:19]([c:20]2[I:25])[cH:21][cH:22][cH:23][n:24]1. The reactants are ClCCl, O=C1CCC(=O)N1I, Cc1ccc(S(=O)(=O)Nc2nccc3cc4cccnc4n23)cc1. Starting materials: C(#N)C1=C(C=C(C(=O)O)C=C1)C (4Cyano-3methylbenzoic acid), C(C)N1CCCNC2=C1C=CC=C2 (1-ethyl-2,3,4,5-tetrahydro-1H-1,5-benzodiazepine). Yields the product C(#N)C1=C(C=C(C(=O)N2CCCN(C3=C2C=CC=C3)CC)C=C1)C (1-(4-Cyano-3-methylbenzoyl)-5-ethyl-2,3,4,5-tetrahydro-1H-1,5-benzodiazepine). Reaction SMILES: [C:1]([C:3]1[CH:11]=[CH:10][C:6]([C:7]([OH:9])=O)=[CH:5][C:4]=1[CH3:12])#[N:2].[CH2:13]([N:15]1[C:21]2[CH:22]=[CH:23][CH:24]=[CH:25][C:20]=2[NH:19][CH2:18][CH2:17][CH2:16]1)[CH3:14]>>[C:1]([C:3]1[CH:11]=[CH:10][C:6]([C:7]([N:19]2[C:20]3[CH:25]=[CH:24][CH:23]=[CH:22][C:21]=3[N:15]([CH2:13][CH3:14])[CH2:16][CH2:17][CH2:18]2)=[O:9])=[CH:5][C:4]=1[CH3:12])#[N:2]. Procedure details: The carboxylic acid from Example C (0.53 g, 3.29 mmol) was reacted with 1-ethyl-2,3,4,5-tetrahydro-1H-1,5-benzodiazepine from Example 23B (0.514 g, 2.92 mmol) according to the procedure in Example 1A. The product was purified by flash chromatography on silica (eluant EtOAc:pet. ether 60:40); yield 0.55 g (59%). Reactants: [H-].[Na+] (sodium hydride), [Cl-].[NH4+] (ammonium chloride), FC(C1=CC(=NC=C1)C=1NOC(N1)=O)(F)F (3-(4-trifluoromethylpyridin-2-yl)-1,2,4-oxadiazol-5-one), FC(C=1C=C(C(=O)OCCl)C=CC1)(F)F (chloromethyl 3-trifluoromethylbenzoate). Run in CN(C=O)C (N,N-dimethylformamide). Conditions: time 15 minute. The product is FC(C=1C=C(C(=O)OCN2C(=NOC2=O)C2=NC=CC(=C2)C(F)(F)F)C=CC1)(F)F ([3-(4-trifluoromethylpyridin-2-yl)-1,2,4-oxadiazol-5-on-4-yl]methyl 3-trifluoromethylbenzoate). Isolated yield 56.9%. Reaction SMILES: [H-].[Na+].[F:3][C:4]([F:18])([F:17])[C:5]1[CH:10]=[CH:9][N:8]=[C:7]([C:11]2[NH:12][O:13][C:14](=[O:16])[N:15]=2)[CH:6]=1.[F:19][C:20]([F:33])([F:32])[C:21]1[CH:22]=[C:23]([CH:29]=[CH:30][CH:31]=1)[C:24]([O:26][CH2:27]Cl)=[O:25].[Cl-].[NH4+]>CN(C)C=O>[F:19][C:20]([F:32])([F:33])[C:21]1[CH:22]=[C:23]([CH:29]=[CH:30][CH:31]=1)[C:24]([O:26][CH2:27][N:15]1[C:14](=[O:16])[O:13][N:12]=[C:11]1[C:7]1[CH:6]=[C:5]([C:4]([F:3])([F:17])[F:18])[CH:10]=[CH:9][N:8]=1)=[O:25] |f:0.1,4.5|. Procedure: Into 2 ml of N,N-dimethylformamide was suspended 0.07 g of sodium hydride (60% oily), and 0.3 g of 3-(4-trifluoromethylpyridin-2-yl)-1,2,4-oxadiazol-5-one was added at room temperature. After stirring for 15 minutes, 0.33 g of chloromethyl 3-trifluoromethylbenzoate was added, and the mixture was stirred at 70° C. for 6 hours. The reaction solution was allowed to cool to room temperature, and poured into an aqueous saturated ammonium chloride solution, followed by extraction with ethyl acetate th... The product is CCCSc1ncnc2c(N3CCS(=O)CC3)nc(NCCO)nc12. As a reaction SMILES: [Cl:1][c:2]1[n:3][c:4]([N:16]2[CH2:17][CH2:18][S:19](=[O:22])[CH2:20][CH2:21]2)[c:5]2[c:6]([n:7]1)[c:8]([S:12][CH2:13][CH2:14][CH3:15])[n:9][cH:10][n:11]2.[OH:23][CH2:24][CH2:25][NH2:26]>>[c:2]1([NH:26][CH2:25][CH2:24][OH:23])[n:3][c:4]([N:16]2[CH2:17][CH2:18][S:19](=[O:22])[CH2:20][CH2:21]2)[c:5]2[c:6]([n:7]1)[c:8]([S:12][CH2:13][CH2:14][CH3:15])[n:9][cH:10][n:11]2. The reactants are CCCSc1ncnc2c(N3CCS(=O)CC3)nc(Cl)nc12, NCCO.